This data is from the Open Reaction Database (ORD), a public repository of structured organic reaction records. The task is: describe an organic reaction: reactants, conditions, products, and yield Reactants: ClCCl, OCC12CCN(CC1)CC2, O=C(Cl)c1c[nH]c2ccccc12. The product is O=C(OCC12CCN(CC1)CC2)c1c[nH]c2ccccc12. As a reaction SMILES: [CH2:23]([Cl:24])[Cl:25].[N:13]12[CH2:14][CH2:15][C:16]([CH2:21][OH:22])([CH2:17][CH2:18]1)[CH2:19][CH2:20]2.[nH:1]1[cH:2][c:3]([C:10](=[O:11])[Cl:12])[c:4]2[cH:5][cH:6][cH:7][cH:8][c:9]12>>[nH:1]1[cH:2][c:3]([C:10](=[O:11])[O:22][CH2:21][C:16]23[CH2:15][CH2:14][N:13]([CH2:18][CH2:17]2)[CH2:20][CH2:19]3)[c:4]2[cH:5][cH:6][cH:7][cH:8][c:9]12. Reactants: NC1=C(C=CC=C1)S(=O)(=O)NC1=C(C=2CCCCC2C=C1)C(=O)O (2-{[(2-aminophenyl)sulfonyl]amino}-5,6,7,8-tetrahydro-1-naphthalenecarboxylic acid), ClC(Cl)(OC(OC(Cl)(Cl)Cl)=O)Cl (triphosgene), C(C)N(CCO)CC (2-(diethylamino)ethanol). Run in N1=CC=CC=C1 (pyridine). Run at temperature 70 celsius, time 18 hour. The product is C(C)N(CCOC(=O)NC1=C(C=CC=C1)S(=O)(=O)NC1=C(C=2CCCCC2C=C1)C(=O)O)CC (2-({[2-({[2-(diethylamino)ethoxy]carbonyl}amino)phenyl]sulfonyl}amino)-5,6,7,8-tetrahydro-1-naphthalenecarboxylic acid). The yield is 27.9%. As a reaction SMILES: [NH2:1][C:2]1[CH:7]=[CH:6][CH:5]=[CH:4][C:3]=1[S:8]([NH:11][C:12]1[CH:21]=[CH:20][C:19]2[CH2:18][CH2:17][CH2:16][CH2:15][C:14]=2[C:13]=1[C:22]([OH:24])=[O:23])(=[O:10])=[O:9].Cl[C:26](Cl)([O:28][C:29](=[O:35])OC(Cl)(Cl)Cl)Cl.[CH2:37]([N:39]([CH2:43]C)[CH2:40][CH2:41]O)[CH3:38]>N1C=CC=CC=1>[CH2:37]([N:39]([CH2:40][CH3:41])[CH2:43][CH2:26][O:28][C:29]([NH:1][C:2]1[CH:7]=[CH:6][CH:5]=[CH:4][C:3]=1[S:8]([NH:11][C:12]1[CH:21]=[CH:20][C:19]2[CH2:18][CH2:17][CH2:16][CH2:15][C:14]=2[C:13]=1[C:22]([OH:24])=[O:23])(=[O:10])=[O:9])=[O:35])[CH3:38]. Procedure: A mixture of Example 294 (36.7 mg, 0.11 mmol), triphosgene (10.4 mg, 0.033 mmol), and pyridine (1 mL) was stirred for 3 hours at 70° C., treated with 2-(diethylamino)ethanol (70 μL, 0.53 mmol), stirred for 18 hours at 70° C., concentrated, and purified by Cl18 reverse-phase HPLC using acetonitrile/water/0.1% TFA to provide the desired product (4.5 mg, 9%). MS (ESI(+)) m/e 490 (M+H)+; MS (ESI(−)) m/e 488 (M−H)−; 1H NMR (300 MHz, DMSO-d6) δ 8.80 (s, 1H), 8.04 (d, 1H), 7.74 (dd, 1H), 7.64 (m, 1H), ...